From a dataset of the Open Reaction Database (ORD), a public repository of structured organic reaction records. describe an organic reaction: reactants, conditions, products, and yield Starting materials: CCOc1nc(CC)c(CN)n1Cc1ccc(-c2ccccc2C(=O)OC(C)(C)C)cc1F, CC(=O)SC(CC(C)C)C(=O)O, ClCCCl, CN1CCOCC1, CN(C)C=O, On1nnc2cccnc21. The product is CCOc1nc(CC)c(CNC(=O)C(CC(C)C)SC(C)=O)n1Cc1ccc(-c2ccccc2C(=O)OC(C)(C)C)cc1F. RXN SMILES: [C:1]([CH3:2])([CH3:3])([CH3:4])[O:5][C:6](=[O:7])[c:8]1[c:9](-[c:14]2[cH:15][c:16]([F:33])[c:17]([CH2:20][n:21]3[c:22]([O:30][CH2:31][CH3:32])[n:23][c:24]([CH2:28][CH3:29])[c:25]3[CH2:26][NH2:27])[cH:18][cH:19]2)[cH:10][cH:11][cH:12][cH:13]1.[C:34]([CH3:35])(=[O:36])[S:37][CH:38]([C:39](=[O:40])[OH:41])[CH2:42][CH:43]([CH3:44])[CH3:45].[CH2:68]([Cl:69])[CH2:70][Cl:71].[CH3:46][N:47]1[CH2:48][CH2:49][O:50][CH2:51][CH2:52]1.[O:63]=[CH:64][N:65]([CH3:66])[CH3:67].[OH:53][n:54]1[c:55]2[n:56][cH:57][cH:58][cH:59][c:60]2[n:61][n:62]1>>[C:1]([CH3:2])([CH3:3])([CH3:4])[O:5][C:6](=[O:7])[c:8]1[c:9](-[c:14]2[cH:15][c:16]([F:33])[c:17]([CH2:20][n:21]3[c:22]([O:30][CH2:31][CH3:32])[n:23][c:24]([CH2:28][CH3:29])[c:25]3[CH2:26][NH:27][C:39]([CH:38]([S:37][C:34]([CH3:35])=[O:36])[CH2:42][CH:43]([CH3:44])[CH3:45])=[O:40])[cH:18][cH:19]2)[cH:10][cH:11][cH:12][cH:13]1. Product: CC=1C=C(C=CC1OC=1C=NC(=CC1)C)NC1=NC=NC2=CC=C(C=C12)NC(CCCNC(CN1CCOCC1)=O)=O (N-{4-[3-methyl-4-(6-methyl-pyridin-3-yloxy)-phenylamino]-quinazolin-6-yl}-4-(2-morpholin-4-yl-acetylamino)-butyramide). Reactants: N1CCOCC1 (morpholine), C([O-])([O-])=O.[K+].[K+] (potassium carbonate), ClCC(=O)NCCCC(=O)NC=1C=C2C(=NC=NC2=CC1)NC1=CC(=C(C=C1)OC=1C=NC(=CC1)C)C (4-(2-chloro-acetylamino)-N-{4-[3-methyl-4-(6-methyl-pyridin-3-yloxy)-phenylamino]-quinazolin-6-yl}-butyramide). Isolated yield 38.0%. RXN SMILES: Cl[CH2:2][C:3]([NH:5][CH2:6][CH2:7][CH2:8][C:9]([NH:11][C:12]1[CH:13]=[C:14]2[C:19](=[CH:20][CH:21]=1)[N:18]=[CH:17][N:16]=[C:15]2[NH:22][C:23]1[CH:28]=[CH:27][C:26]([O:29][C:30]2[CH:31]=[N:32][C:33]([CH3:36])=[CH:34][CH:35]=2)=[C:25]([CH3:37])[CH:24]=1)=[O:10])=[O:4].[NH:38]1[CH2:43][CH2:42][O:41][CH2:40][CH2:39]1.C(=O)([O-])[O-].[K+].[K+]>CN(C=O)C.O>[CH3:37][C:25]1[CH:24]=[C:23]([NH:22][C:15]2[C:14]3[C:19](=[CH:20][CH:21]=[C:12]([NH:11][C:9](=[O:10])[CH2:8][CH2:7][CH2:6][NH:5][C:3](=[O:4])[CH2:2][N:38]4[CH2:43][CH2:42][O:41][CH2:40][CH2:39]4)[CH:13]=3)[N:18]=[CH:17][N:16]=2)[CH:28]=[CH:27][C:26]=1[O:29][C:30]1[CH:31]=[N:32][C:33]([CH3:36])=[CH:34][CH:35]=1 |f:2.3.4|. Reaction conditions: temperature 100 celsius. Reported procedure: 0.07 g of the compound obtained in Example 108 dissolved in 5 ml of N,N′-dimethylformamide was reacted with 0.02 ml of morpholine and 0.04 g of potassium carbonate for 10 hours while heating to 100° C. The reacted solution was diluted with distilled water, extracted with ethylacetate, washed with saturated saline solution, dried over anhydrous magnesium sulfate, filtered and distilled under a reduced pressure, and the resulting residue was subjected to column chromatography (eluent-chloroform:me... Solvent: O (water), CN(C)C=O (N,N′-dimethylformamide).